From a dataset of the Open Reaction Database (ORD), a public repository of structured organic reaction records. describe an organic reaction: reactants, conditions, products, and yield The reactants are C(=O)C1=C(NC(=C1)C=1SC=CC1)C=1SC=CC1 (3-formyl-2,5-dithienylpyrrole), C1(=CC=CC=C1)P(C1=CC=CC=C1)(C1=CC=CC=C1)=CC(=O)OC (methyl (triphenylphosphoranylidene)acetate). The solvent is C1(=CC=CC=C1)C (toluene). Reaction conditions: temperature 60 celsius, time 16 hour. Product: C(=O)(OC)C=CC1=C(NC(=C1)C=1SC=CC1)C=1SC=CC1 (3-(2'-Carbomethoxyvinyl)2,5-Dithienylpyrrole). The yield is 79.7%. As a reaction SMILES: [CH:1]([C:3]1[CH:7]=[C:6]([C:8]2[S:9][CH:10]=[CH:11][CH:12]=2)[NH:5][C:4]=1[C:13]1[S:14][CH:15]=[CH:16][CH:17]=1)=O.C1(P(=[CH:37][C:38]([O:40][CH3:41])=[O:39])(C2C=CC=CC=2)C2C=CC=CC=2)C=CC=CC=1>C1(C)C=CC=CC=1>[C:38]([CH:37]=[CH:1][C:3]1[CH:7]=[C:6]([C:8]2[S:9][CH:10]=[CH:11][CH:12]=2)[NH:5][C:4]=1[C:13]1[S:14][CH:15]=[CH:16][CH:17]=1)([O:40][CH3:41])=[O:39]. Reported procedure: To a solution of 100 mg (0.386 mmole) of 3-formyl-2,5-dithienylpyrrole in toluene (3 mL) was added methyl (triphenylphosphoranylidene)acetate (129 mg, 0.386 mmol) at room temperature. The reaction mixture was then stirred at 60° C. for 16 hours. The reaction solvent was evaporated under reduced pressure, and the crude product then purified on 50 g of silica gel. Elution with hexane-ethyl acetate, 5:1, gave the title compound (97 mg) in 58% yield.